From a dataset of the Open Reaction Database (ORD), a public repository of structured organic reaction records. describe an organic reaction: reactants, conditions, products, and yield Starting materials: BrCCCCCCCCCCCCCCCCCC (bromooctadecane), C1(CCC(N1)=O)=O (succinimide), C([O-])([O-])=O.[K+].[K+] (potassium carbonate), CN(C=O)C (N,N-dimethylformamide). The reagents and catalysts are [I-].[K+] (potassium iodide). Run in O (water). Conditions: temperature 100 celsius. Product: C(CCCCCCCCCCCCCCCCC)N1C(CCC1=O)=O (N-octadecylsuccinimide). As a reaction SMILES: Br[CH2:2][CH2:3][CH2:4][CH2:5][CH2:6][CH2:7][CH2:8][CH2:9][CH2:10][CH2:11][CH2:12][CH2:13][CH2:14][CH2:15][CH2:16][CH2:17][CH2:18][CH3:19].[C:20]1(=[O:26])[NH:24][C:23](=[O:25])[CH2:22][CH2:21]1.C(=O)([O-])[O-].[K+].[K+].CN(C)C=O>[I-].[K+].O>[CH2:2]([N:24]1[C:20](=[O:26])[CH2:21][CH2:22][C:23]1=[O:25])[CH2:3][CH2:4][CH2:5][CH2:6][CH2:7][CH2:8][CH2:9][CH2:10][CH2:11][CH2:12][CH2:13][CH2:14][CH2:15][CH2:16][CH2:17][CH2:18][CH3:19] |f:2.3.4,6.7|. Reported procedure: 30.6 Grams of bromooctadecane, 10.0 g of succinimide, 13.9 g of potassium carbonate, 0.5 g of potassium iodide and 60 ml of N,N-dimethylformamide (DMF) were charged in a flask equipped with a stirrer and a condenser and stirred with heating on an oil bath of 100° C. for 2 hours. The reaction mixture was cooled to room temperature and introduced into a large amount of pure water. The precipitated crystal was filtered off under reduced pressure and washed with methanol. The crystal was recrystalli... The reactants are C(C)(C)(C)OC(=O)N1CCC(CC1)NCC1=NC=CC=C1C (4-[(3-methyl-pyridin-2-ylmethyl)-amino]-piperidine-1-carboxylic acid tert-butyl ester), CC=1C(=NC=CC1)C=O (3-methyl-pyridine-2-carbaldehyde), [BH-](OC(=O)C)(OC(=O)C)OC(=O)C.[Na+] (NaBH(OAc)3). Run in C(Cl)Cl (CH2Cl2). The product is C(C)(C)(C)OC(=O)N1CCC(CC1)N(CC1=NC=CC=C1C)CC1=NC=CC=C1C (4-[bis-(3-methyl-pyridin-2-ylmethyl)-amino]-piperidine-1-carboxylic acid tert-butyl ester). As a reaction SMILES: [C:1]([O:5][C:6]([N:8]1[CH2:13][CH2:12][CH:11]([NH:14][CH2:15][C:16]2[C:21]([CH3:22])=[CH:20][CH:19]=[CH:18][N:17]=2)[CH2:10][CH2:9]1)=[O:7])([CH3:4])([CH3:3])[CH3:2].[CH3:23][C:24]1[C:25]([CH:30]=O)=[N:26][CH:27]=[CH:28][CH:29]=1.[BH-](OC(C)=O)(OC(C)=O)OC(C)=O.[Na+]>C(Cl)Cl>[C:1]([O:5][C:6]([N:8]1[CH2:13][CH2:12][CH:11]([N:14]([CH2:30][C:25]2[C:24]([CH3:23])=[CH:29][CH:28]=[CH:27][N:26]=2)[CH2:15][C:16]2[C:21]([CH3:22])=[CH:20][CH:19]=[CH:18][N:17]=2)[CH2:10][CH2:9]1)=[O:7])([CH3:4])([CH3:3])[CH3:2] |f:2.3|. Procedure details: Using General Procedure B, reaction of 4-[(3-methyl-pyridin-2-ylmethyl)-amino]-piperidine-1-carboxylic acid tert-butyl ester, 3-methyl-pyridine-2-carbaldehyde and NaBH(OAc)3 in CH2Cl2 gave 4-[bis-(3-methyl-pyridin-2-ylmethyl)-amino]-piperidine-1-carboxylic acid tert-butyl ester as a yellow oil. 1H NMR (CDCl3) δ 1.45 (s, 9H), 1.84-1.88 (m, 4H), 2.09 (s, 6H), 2.50-2.66 (m, 3H), 3.81 (s, 4H), 4.14-4.17 (m, 2H), 7.05-7.09 (m, 2H), 7.36 (d, 2H, J=9.0 Hz), 8.34 (d, 2H, J=3.0 Hz). Deprotection with TFA...